From a dataset of the Open Reaction Database (ORD), a public repository of structured organic reaction records. describe an organic reaction: reactants, conditions, products, and yield Starting materials: C1(=CC=CC=C1)P(=O)(C1=CC=CC=C1)N=[N+]=[N-] (diphenylphosphoryl azide), CC(C)CCC[C@@H](C)[C@H]1CC[C@H]2[C@@H]3CC=C4C[C@@H](O)CC[C@]4(C)[C@H]3CC[C@]12C (Cholesterol), C1(=CC=CC=C1)P(C1=CC=CC=C1)C1=CC=CC=C1 (triphenylphosphine), N(=NC(=O)OC(C)C)C(=O)OC(C)C (Diisopropyl azodicarboxylate). Solvent: O1CCCC1 (tetrahydrofuran). Reaction conditions: time 24 hour. Yields the product N(=[N+]=[N-])[C@H]1CC2=CC[C@H]3[C@@H]4CC[C@H]([C@@H](CCCC(C)C)C)[C@]4(CC[C@@H]3[C@]2(CC1)C)C (3α-azidocholest-5-ene). The yield is 67.0%. RXN SMILES: [CH3:1][CH:2]([CH2:4][CH2:5][CH2:6][C@H:7]([C@@H:9]1[C@:27]2([CH3:28])[C@H:12]([C@H:13]3[C@H:24]([CH2:25][CH2:26]2)[C@:22]2([CH3:23])[C:16]([CH2:17][C@H:18]([CH2:20][CH2:21]2)O)=[CH:15][CH2:14]3)[CH2:11][CH2:10]1)[CH3:8])[CH3:3].C1(P(C2C=CC=CC=2)C2C=CC=CC=2)C=CC=CC=1.N(C(OC(C)C)=O)=NC(OC(C)C)=O.C1(P([N:76]=[N+:77]=[N-:78])(C2C=CC=CC=2)=O)C=CC=CC=1>O1CCCC1>[N:76]([C@@H:18]1[CH2:20][CH2:21][C@@:22]2([CH3:23])[C:16](=[CH:15][CH2:14][C@@H:13]3[C@@H:24]2[CH2:25][CH2:26][C@@:27]2([CH3:28])[C@H:12]3[CH2:11][CH2:10][C@@H:9]2[C@H:7]([CH3:8])[CH2:6][CH2:5][CH2:4][CH:2]([CH3:3])[CH3:1])[CH2:17]1)=[N+:77]=[N-:78]. Procedure details: Cholesterol (7.76 mmol, 3.0 g) and triphenylphosphine (7.76 mmol, 2.04 g) were dissolved in 77.6 mL of anhydrous tetrahydrofuran. Diisopropyl azodicarboxylate (7.76 mmol, 1.5 mL) was then added dropwise. After stirring the orange mixture for a few minutes, diphenylphosphoryl azide (7.76 mmol, 1.68 mL) was added dropwise. After 24 hours, the pale yellow reaction mixture was concentrated. Purification by silica gel chromatography (100% hexanes) afforded 3α-azidocholest-5-ene (2.14 g, 67%) as a whi... Reactants: ClC1=CC=C(C=C1)NC(=O)NCC1CNCCO1 (N-(4-Chlorophenyl)-N′-(morpholin-2-ylmethyl)urea), C(C1=CC=CC=C1)(=O)OCCBr (2-bromoethyl benzoate). The product is C(C1=CC=CC=C1)(=O)OCCN1CC(OCC1)CNC(=O)NC1=CC=C(C=C1)Cl (2-{2-[({[(4-Chlorophenyl)amino]carbonyl}amino)methyl]morpholin-4-yl}ethyl Benzoate). As a reaction SMILES: [Cl:1][C:2]1[CH:7]=[CH:6][C:5]([NH:8][C:9]([NH:11][CH2:12][CH:13]2[O:18][CH2:17][CH2:16][NH:15][CH2:14]2)=[O:10])=[CH:4][CH:3]=1.[C:19]([O:27][CH2:28][CH2:29]Br)(=[O:26])[C:20]1[CH:25]=[CH:24][CH:23]=[CH:22][CH:21]=1>>[C:19]([O:27][CH2:28][CH2:29][N:15]1[CH2:16][CH2:17][O:18][CH:13]([CH2:12][NH:11][C:9]([NH:8][C:5]2[CH:6]=[CH:7][C:2]([Cl:1])=[CH:3][CH:4]=2)=[O:10])[CH2:14]1)(=[O:26])[C:20]1[CH:25]=[CH:24][CH:23]=[CH:22][CH:21]=1. Procedure details: Example 39 was prepared in an analogous manner to Example 19 using a mixture of Intermediate 9 (0.01 g) and 2-bromoethyl benzoate (6.5 μl) to give the title compound (0.007 g). LC-MS (System A): Rt 2.69 mins, Mass Spectrum m/z 418 [MH+].